Dataset: the Open Reaction Database (ORD), a public repository of structured organic reaction records. Task: describe an organic reaction: reactants, conditions, products, and yield Starting materials: CC(=O)c1cnn(-c2nn3c(c2Cl)CCCC3)c1N, COCCOC, COc1ccc(P2(=S)SP(=S)(c3ccc(OC)cc3)S2)cc1, O. The product is CC(=S)c1cnn(-c2nn3c(c2Cl)CCCC3)c1N. RXN SMILES: [C:1]([CH3:2])(=[O:3])[c:4]1[cH:5][n:6][n:7](-[c:10]2[n:11][n:12]3[c:13]([c:18]2[Cl:19])[CH2:14][CH2:15][CH2:16][CH2:17]3)[c:8]1[NH2:9].[CH2:43]([CH2:44][O:45][CH3:46])[O:47][CH3:48].[CH3:20][O:21][c:22]1[cH:23][cH:24][c:25]([P:26]2(=[S:29])[S:27][P:28]([c:30]3[cH:31][cH:32][c:33]([O:34][CH3:35])[cH:36][cH:37]3)(=[S:38])[S:39]2)[cH:40][cH:41]1.[OH2:42]>>[C:1]([CH3:2])([c:4]1[cH:5][n:6][n:7](-[c:10]2[n:11][n:12]3[c:13]([c:18]2[Cl:19])[CH2:14][CH2:15][CH2:16][CH2:17]3)[c:8]1[NH2:9])=[S:29]. Starting materials: FC=1C=C(CN)C=CC1N1CCCC1 (3-fluoro-4-(1-pyrrolidinyl)benzylamine), N(=C=O)C1=C2C=C(N=CC2=CC=C1)C (5-isocyanato-3-methylisoquinoline), N(=C=O)C1=C2C=CN=CC2=CC=C1 (5-isocyanatoisoquinoline). Yields the product FC=1C=C(CNC(=O)NC2=C3C=C(N=CC3=CC=C2)C)C=CC1N1CCCC1 (N-[3-fluoro-4-(1-pyrrolidinyl)benzyl]-N′-(3-methyl-5-isoquinolinyl)urea). RXN SMILES: [F:1][C:2]1[CH:3]=[C:4]([CH:7]=[CH:8][C:9]=1[N:10]1[CH2:14][CH2:13][CH2:12][CH2:11]1)[CH2:5][NH2:6].[N:15]([C:18]1[CH:27]=[CH:26][CH:25]=[C:24]2[C:19]=1[CH:20]=[C:21]([CH3:28])[N:22]=[CH:23]2)=[C:16]=[O:17].N(C1C=CC=C2C=1C=CN=C2)=C=O>>[F:1][C:2]1[CH:3]=[C:4]([CH:7]=[CH:8][C:9]=1[N:10]1[CH2:14][CH2:13][CH2:12][CH2:11]1)[CH2:5][NH:6][C:16]([NH:15][C:18]1[CH:27]=[CH:26][CH:25]=[C:24]2[C:19]=1[CH:20]=[C:21]([CH3:28])[N:22]=[CH:23]2)=[O:17]. Procedure: The title compound was prepared using the procedure described in Example 61B using 3-fluoro-4-(1-pyrrolidinyl)benzylamine and the product from Example 154A instead of 4-cyanobenzyl alcohol and the product from Example 61A. 1H NMR (300 MHz, DMSO-d6) δ 9.17 (s, 1H), 8.59 (s, 1H), 8.22 (d, 1H, J=7.5 Hz), 7.73 (s, 1H), 7.69 (d, 1H, J=7.5 Hz), 7.50 (t, 1H, J=7.5 Hz), 7.03 (m, 2H), 6.93 (t, 1H, J=6 Hz), 6.72 (m, 1H), 4.24 (d, 2H, J=6 Hz), 3.28 (m, 4H), 2.64 (s, 3H), 1.88 (m, 4H); MS (ESI) 379 (M+H)+; ... The reactants are CN1N=C(C=C(C1=O)C)C1=CC=C(C=C1)[C@H](C)N1C(O[C@](CC1)(C1=CC=CC=C1)CC(C)(C)O)=O (3-{(S)-1-[4-(1,5-dimethyl-6-oxo-1,6-dihydro-pyridazin-3-yl)-phenyl]-ethyl}-(S)-6-(2-hydroxy-2-methyl-propyl)-6-phenyl-[1,3]oxazinan-2-one), ClC=1C=CC(N(N1)CC1CC1)=O (6-chloro-2-(cyclopropylmethyl)pyridazin-3(2H)-one). Product: C1(CC1)CN1N=C(C=CC1=O)C1=CC=C(C=C1)[C@H](C)N1C(O[C@](CC1)(C1=CC=CC=C1)CC(C)(C)O)=O (3-{(S)-1-[4-(1-Cyclopropylmethyl-6-oxo-1,6-dihydro-pyridazin-3-yl)-phenyl]-ethyl}-(S)-6-(2-hydroxy-2-methyl-propyl)-6-phenyl-[1,3]oxazinan-2-one). RXN SMILES: [CH3:1][N:2]1[C:7](=[O:8])[C:6](C)=[CH:5][C:4]([C:10]2[CH:15]=[CH:14][C:13]([C@@H:16]([N:18]3[CH2:23][CH2:22][C@:21]([CH2:30][C:31]([OH:34])([CH3:33])[CH3:32])([C:24]4[CH:29]=[CH:28][CH:27]=[CH:26][CH:25]=4)[O:20][C:19]3=[O:35])[CH3:17])=[CH:12][CH:11]=2)=[N:3]1.ClC1C=CC(=O)N(C[CH:44]2[CH2:46][CH2:45]2)N=1>>[CH:44]1([CH2:1][N:2]2[C:7](=[O:8])[CH:6]=[CH:5][C:4]([C:10]3[CH:11]=[CH:12][C:13]([C@@H:16]([N:18]4[CH2:23][CH2:22][C@:21]([CH2:30][C:31]([OH:34])([CH3:33])[CH3:32])([C:24]5[CH:25]=[CH:26][CH:27]=[CH:28][CH:29]=5)[O:20][C:19]4=[O:35])[CH3:17])=[CH:14][CH:15]=3)=[N:3]2)[CH2:46][CH2:45]1. Procedure details: The title compound was prepared from 3-{(S)-1-[4-(1,5-dimethyl-6-oxo-1,6-dihydro-pyridazin-3-yl)-phenyl]-ethyl}-(S)-6-(2-hydroxy-2-methyl-propyl)-6-phenyl-[1,3]oxazinan-2-one and 6-chloro-2-(cyclopropylmethyl)pyridazin-3(2H)-one following a procedure analogous to that described in Example 17. Mass spectrum (ESI+): m/z=502 [M+H]+ Reactants: CC1(C2=C(C(=CC=C2)P(C3=CC=CC=C3)C4=CC=CC=C4)OC5=C(C=CC=C51)P(C6=CC=CC=C6)C7=CC=CC=C7)C (Xantphos), CC1(C2=C(C(=CC=C2)P(C3=CC=CC=C3)C4=CC=CC=C4)OC5=C(C=CC=C51)P(C6=CC=CC=C6)C7=CC=CC=C7)C (Xantphos), BrC=1C(=NC(=NC1)NC1=C(C=C(C(=O)OC)C=C1)OC)N(CC(C(=O)NC)(C)C)C1CCCC1 (Methyl 4-(5-bromo-4-(cyclopentyl(2,2-dimethyl-3-(methylamino)-3-oxopropyl)amino)pyrimidin-2-ylamino)-3-methoxybenzoate), C(=O)([O-])[O-].[Cs+].[Cs+] (Cs2CO3). Reagents/catalysts: C=1C=CC(=CC1)/C=C/C(=O)/C=C/C2=CC=CC=C2.C=1C=CC(=CC1)/C=C/C(=O)/C=C/C2=CC=CC=C2.C=1C=CC(=CC1)/C=C/C(=O)/C=C/C2=CC=CC=C2.[Pd].[Pd] (Pd2(dba)3), C=1C=CC(=CC1)/C=C/C(=O)/C=C/C2=CC=CC=C2.C=1C=CC(=CC1)/C=C/C(=O)/C=C/C2=CC=CC=C2.C=1C=CC(=CC1)/C=C/C(=O)/C=C/C2=CC=CC=C2.[Pd].[Pd] (Pd2(dba)3). Solvent: O1CCOCC1 (dioxane). Reaction conditions: temperature 100 celsius. Product: C1(CCCC1)N1C2=C(N(C(C(C1)(C)C)=O)C)C=NC(=N2)NC2=C(C=C(C(=O)OC)C=C2)OC (Methyl 4-[(9-cyclopentyl-5,7,7-trimethyl-6-oxo-8H-pyrimido[4,5-b][1,4]diazepin-2-yl)amino]-3-methoxy-benzoate). The yield is 58.9%. Reaction SMILES: Br[C:2]1[C:3]([N:21]([CH:30]2[CH2:34][CH2:33][CH2:32][CH2:31]2)[CH2:22][C:23]([CH3:29])([CH3:28])[C:24]([NH:26][CH3:27])=[O:25])=[N:4][C:5]([NH:8][C:9]2[CH:18]=[CH:17][C:12]([C:13]([O:15][CH3:16])=[O:14])=[CH:11][C:10]=2[O:19][CH3:20])=[N:6][CH:7]=1.C([O-])([O-])=O.[Cs+].[Cs+].CC1(C)C2C(=C(P(C3C=CC=CC=3)C3C=CC=CC=3)C=CC=2)OC2C(P(C3C=CC=CC=3)C3C=CC=CC=3)=CC=CC1=2>O1CCOCC1.C1C=CC(/C=C/C(/C=C/C2C=CC=CC=2)=O)=CC=1.C1C=CC(/C=C/C(/C=C/C2C=CC=CC=2)=O)=CC=1.C1C=CC(/C=C/C(/C=C/C2C=CC=CC=2)=O)=CC=1.[Pd].[Pd]>[CH:30]1([N:21]2[CH2:22][C:23]([CH3:29])([CH3:28])[C:24](=[O:25])[N:26]([CH3:27])[C:2]3[CH:7]=[N:6][C:5]([NH:8][C:9]4[CH:18]=[CH:17][C:12]([C:13]([O:15][CH3:16])=[O:14])=[CH:11][C:10]=4[O:19][CH3:20])=[N:4][C:3]2=3)[CH2:34][CH2:33][CH2:32][CH2:31]1 |f:1.2.3,6.7.8.9.10|. Procedure details: Methyl 4-(5-bromo-4-(cyclopentyl(2,2-dimethyl-3-(methylamino)-3-oxopropyl)amino)pyrimidin-2-ylamino)-3-methoxybenzoate (84 mg, 0.1572 mmol) and Cs2CO3 (74.25 mg, 0.2279 mmol) were dissolved in dioxane (2 mL) and Pd2(dba)3 (4.319 mg, 0.004716 mmol) and Xantphos (7.279 mg, 0.01258 mmol) were added. Heat to 100° C. overnight. The Xantphos and Pd2(dba)3 were replenished and the reaction heated under microwave conditions (120° C. for 30 minutes.) The solvent was removed in vacuo and the crude residue... Reactants: C(#N)C=1C=C(C=CC1OC(C)C)C1=NC(=NO1)C1=CC2=C(CCN(CC2)CC(=O)OCC)C=C1 (ethyl [7-(5-{3-cyano-4-[(1-methylethyl)oxy]phenyl}-1,2,4-oxadiazol-3-yl)-1,2,4,5-tetrahydro-3H-3-benzazepin-3-yl]acetate), [OH-].[Na+] (sodium hydroxide). The solvent is C(C)O (ethanol). Reaction conditions: temperature 40 celsius. Yields the product C(#N)C=1C=C(C=CC1OC(C)C)C1=NC(=NO1)C1=CC2=C(CCN(CC2)CC(=O)O)C=C1 ([7-(5-{3-Cyano-4-[(1-methylethyl)oxy]phenyl}-1,2,4-oxadiazol-3-yl)-1,2,4,5-tetrahydro-3H-3-benzazepin-3-yl]acetic acid). Isolated yield 88.9%. RXN SMILES: [C:1]([C:3]1[CH:4]=[C:5]([C:13]2[O:17][N:16]=[C:15]([C:18]3[CH:34]=[CH:33][C:21]4[CH2:22][CH2:23][N:24]([CH2:27][C:28]([O:30]CC)=[O:29])[CH2:25][CH2:26][C:20]=4[CH:19]=3)[N:14]=2)[CH:6]=[CH:7][C:8]=1[O:9][CH:10]([CH3:12])[CH3:11])#[N:2].[OH-].[Na+]>C(O)C>[C:1]([C:3]1[CH:4]=[C:5]([C:13]2[O:17][N:16]=[C:15]([C:18]3[CH:34]=[CH:33][C:21]4[CH2:22][CH2:23][N:24]([CH2:27][C:28]([OH:30])=[O:29])[CH2:25][CH2:26][C:20]=4[CH:19]=3)[N:14]=2)[CH:6]=[CH:7][C:8]=1[O:9][CH:10]([CH3:12])[CH3:11])#[N:2] |f:1.2|. Reported procedure: A mixture of ethyl [7-(5-{3-cyano-4-[(1-methylethyl)oxy]phenyl}-1,2,4-oxadiazol-3-yl)-1,2,4,5-tetrahydro-3H-3-benzazepin-3-yl]acetate (Preparation 47) (43 mg, 0.09 mmol), aqueous sodium hydroxide (2M, 430 μL, 0.86 mmol) and ethanol (4.3 ml) was heated at 40° C. for 1 h. The reaction mixture was cooled to room temperature and concentrated. The residue was taken up in water, which was then acidified to pH 6 with acetic acid. The aqueous phase was extracted with EtOAc (2×20 ml) and the combined org...